From a dataset of the Open Reaction Database (ORD), a public repository of structured organic reaction records. describe an organic reaction: reactants, conditions, products, and yield The reactants are N#Cc1cccc(-c2ccc(Br)o2)c1, C[Sn](C)(C)c1ccc(C#N)cn1, Cc1ccccc1, c1ccc(P(c2ccccc2)(c2ccccc2)[Pd](P(c2ccccc2)(c2ccccc2)c2ccccc2)(P(c2ccccc2)(c2ccccc2)c2ccccc2)P(c2ccccc2)(c2ccccc2)c2ccccc2)cc1. Yields the product N#Cc1ccc(-c2ccc(-c3cccc(C#N)c3)o2)nc1. Reaction SMILES: [Br:13][c:14]1[cH:15][cH:16][c:17](-[c:19]2[cH:20][c:21]([C:22]#[N:23])[cH:24][cH:25][cH:26]2)[o:18]1.[CH3:1][Sn:2]([c:3]1[n:4][cH:5][c:6]([C:9]#[N:10])[cH:7][cH:8]1)([CH3:11])[CH3:12].[CH3:27][c:28]1[cH:29][cH:30][cH:31][cH:32][cH:33]1.[cH:34]1[cH:35][cH:36][c:37]([P:38]([Pd:39]([P:40]([c:41]2[cH:42][cH:43][cH:44][cH:45][cH:46]2)([c:47]2[cH:48][cH:49][cH:50][cH:51][cH:52]2)[c:53]2[cH:54][cH:55][cH:56][cH:57][cH:58]2)([P:59]([c:60]2[cH:61][cH:62][cH:63][cH:64][cH:65]2)([c:66]2[cH:67][cH:68][cH:69][cH:70][cH:71]2)[c:72]2[cH:73][cH:74][cH:75][cH:76][cH:77]2)[P:78]([c:79]2[cH:80][cH:81][cH:82][cH:83][cH:84]2)([c:85]2[cH:86][cH:87][cH:88][cH:89][cH:90]2)[c:91]2[cH:92][cH:93][cH:94][cH:95][cH:96]2)([c:97]2[cH:98][cH:99][cH:100][cH:101][cH:102]2)[c:103]2[cH:104][cH:105][cH:106][cH:107][cH:108]2)[cH:109][cH:110]1>>[c:3]1(-[c:14]2[cH:15][cH:16][c:17](-[c:19]3[cH:20][c:21]([C:22]#[N:23])[cH:24][cH:25][cH:26]3)[o:18]2)[n:4][cH:5][c:6]([C:9]#[N:10])[cH:7][cH:8]1. Product: ClC1=CC=C2C=CC(=NC2=C1)C=1OC2=C(C1)C=C(C=C2)C=O (7-chloro-2-(5-formylbenzofuran-2-yl)quinoline). Solvent: C1(=CC=CC=C1)C (toluene). Procedure: A mixture of 7-chloro-2-(2,4-diformylphenoxymethyl)-quinoline (5.7 g) and pyridine hydrochloride (11.4 g) in toluene (140 ml) was stirred under reflux for 2 hours. After being cooled, the appeared crystals were collected, washed with toluene and water. The resulting crystals were washed with ethanol (100 ml) and dried to give 7-chloro-2-(5-formylbenzofuran-2-yl)quinoline (4.67 g). Yield: 86.7%. Reactants: ClC1=CC=C2C=CC(=NC2=C1)COC1=C(C=C(C=C1)C=O)C=O (7-chloro-2-(2,4-diformylphenoxymethyl)-quinoline), Cl.N1=CC=CC=C1 (pyridine hydrochloride). Reaction SMILES: [Cl:1][C:2]1[CH:11]=[C:10]2[C:5]([CH:6]=[CH:7][C:8]([CH2:12][O:13][C:14]3[CH:19]=[CH:18][C:17]([CH:20]=[O:21])=[CH:16][C:15]=3[CH:22]=O)=[N:9]2)=[CH:4][CH:3]=1.Cl.N1C=CC=CC=1>C1(C)C=CC=CC=1>[Cl:1][C:2]1[CH:11]=[C:10]2[C:5]([CH:6]=[CH:7][C:8]([C:12]3[O:13][C:14]4[CH:19]=[CH:18][C:17]([CH:20]=[O:21])=[CH:16][C:15]=4[CH:22]=3)=[N:9]2)=[CH:4][CH:3]=1 |f:1.2|. Reactants: FC1=CC=C(C=C1)[C@H](C)NC=1C=C(C(=O)OC)C=C(N1)NC1=NC=CN=C1 (Methyl (S)-2-[1-(4-fluorophenyl)ethylamino]-6-(pyrazin-2-ylamino)isonicotinate), CO (methanol), [OH-].[Na+] (sodium hydroxide). Run in C(C)(=O)OCC (ethyl acetate), O (water). Reaction conditions: time 6 hour. Yields the product FC1=CC=C(C=C1)[C@H](C)NC=1C=C(C(=O)O)C=C(N1)NC1=NC=CN=C1 ((S)-2-[1-(4-Fluorophenyl)ethylamino]-6-(pyrazin-2-ylamino)isonicotinic acid). Isolated yield 33.3%. RXN SMILES: [F:1][C:2]1[CH:7]=[CH:6][C:5]([C@@H:8]([NH:10][C:11]2[CH:12]=[C:13]([CH:18]=[C:19]([NH:21][C:22]3[CH:27]=[N:26][CH:25]=[CH:24][N:23]=3)[N:20]=2)[C:14]([O:16]C)=[O:15])[CH3:9])=[CH:4][CH:3]=1.CO.[OH-].[Na+]>C(OCC)(=O)C.O>[F:1][C:2]1[CH:7]=[CH:6][C:5]([C@@H:8]([NH:10][C:11]2[CH:12]=[C:13]([CH:18]=[C:19]([NH:21][C:22]3[CH:27]=[N:26][CH:25]=[CH:24][N:23]=3)[N:20]=2)[C:14]([OH:16])=[O:15])[CH3:9])=[CH:4][CH:3]=1 |f:2.3|. Procedure details: To 500 mg of methyl (S)-2-[1-(4-fluorophenyl)ethylamino](pyrazin-2-ylamino) isonicotinate (Example 134), was added 5 ml of methanol, and 2.7 ml of 2N sodium hydroxide aqueous solution was added subsequently, and the mixture was stirred at room temperature for 6 hours. The reaction solution was diluted with ethyl acetate and water, and subjected to extraction, and 2N hydrochloric acid was added to the aqueous layer. The precipitated solid was filtered, and dried under reduced pressure to obtain 1... Reactants: COc1cc(C(F)(F)F)cc(SC)c1C(=O)NC1CCCCC1N, O=C1CCCC1. Product: COc1cc(C(F)(F)F)cc(SC)c1C(=O)NC1CCCCC1NC1CCCC1. RXN SMILES: [NH2:1][CH:2]1[CH:3]([NH:8][C:9]([c:10]2[c:11]([O:22][CH3:23])[cH:12][c:13]([C:18]([F:19])([F:20])[F:21])[cH:14][c:15]2[S:16][CH3:17])=[O:24])[CH2:4][CH2:5][CH2:6][CH2:7]1.[O:25]=[C:26]1[CH2:27][CH2:28][CH2:29][CH2:30]1>>[NH:1]([CH:2]1[CH:3]([NH:8][C:9]([c:10]2[c:11]([O:22][CH3:23])[cH:12][c:13]([C:18]([F:19])([F:20])[F:21])[cH:14][c:15]2[S:16][CH3:17])=[O:24])[CH2:4][CH2:5][CH2:6][CH2:7]1)[CH:26]1[CH2:27][CH2:28][CH2:29][CH2:30]1. Reaction conditions: temperature 40 celsius, time 18 hour. Product: ClC1=C(OCCOC(=O)NCC)C=CC(=C1)OC1=CC=C(C=C1)F (1-[2-Chloro-4-(4-fluorophenoxy)phenoxy]-2-ethylaminocarbonyloxyethane). Reactants: ClC1=C(C=CC(=C1)OC1=CC=C(C=C1)F)O (2-chloro-4-(4-fluorophenoxy)phenol), C(C)NC(OCCBr)=O (2-bromoethyl ethylcarbamate), ice water, CC(C)(C)[O-].[K+] (potassium tert-butylate). Reaction SMILES: CC([O-])(C)C.[K+].[Cl:7][C:8]1[CH:13]=[C:12]([O:14][C:15]2[CH:20]=[CH:19][C:18]([F:21])=[CH:17][CH:16]=2)[CH:11]=[CH:10][C:9]=1[OH:22].[CH2:23]([NH:25][C:26](=[O:31])[O:27][CH2:28][CH2:29]Br)[CH3:24]>CS(C)=O>[Cl:7][C:8]1[CH:13]=[C:12]([O:14][C:15]2[CH:20]=[CH:19][C:18]([F:21])=[CH:17][CH:16]=2)[CH:11]=[CH:10][C:9]=1[O:22][CH2:29][CH2:28][O:27][C:26]([NH:25][CH2:23][CH3:24])=[O:31] |f:0.1|. Run in CS(=O)C (dimethyl sulfoxide), CS(=O)C (dimethyl sulfoxide), CS(=O)C (dimethyl sulfoxide). Procedure details: A solution of 1.41 g of potassium tert-butylate in 20 ml of dimethyl sulfoxide is added dropwise with stirring at 10°-15° C. to 2.86 g of 2-chloro-4-(4-fluorophenoxy)phenol in 10 ml of dimethyl sulfoxide. 2.92 g of 2-bromoethyl ethylcarbamate in 10 ml of dimethyl sulfoxide are subsequently added dropwise at room temperature and the mixture is then stirred for 18 hours at 40° C. The reaction mixture is then poured into 300 ml of ice-water and extracted several times using ether. The combined ethe... Reactants: C[SiH](C)OCc1ccnc(-c2cccc(N)c2)c1C(C)(C)C, CC(C)(C)OC(=O)NC(=S)NC(=O)OC(C)(C)C, C[n+]1ccccc1Cl, CCOC(C)=O, CCN(C(C)C)C(C)C, ClCCl, [I-]. The product is C[SiH](C)OCc1ccnc(-c2cccc(N=C(NC(=O)OC(C)(C)C)NC(=O)OC(C)(C)C)c2)c1C(C)(C)C. Reaction SMILES: [C:1]([CH3:2])([CH3:3])([CH3:4])[c:5]1[c:6](-[c:16]2[cH:17][c:18]([NH2:19])[cH:20][cH:21][cH:22]2)[n:7][cH:8][cH:9][c:10]1[CH2:11][O:12][SiH:13]([CH3:14])[CH3:15].[C:23]([CH3:24])([CH3:25])([CH3:26])[O:27][C:28](=[O:29])[NH:30][C:31](=[S:32])[NH:33][C:34](=[O:35])[O:36][C:37]([CH3:38])([CH3:39])[CH3:40].[CH3:51][n+:52]1[cH:53][cH:54][cH:55][cH:56][c:57]1[Cl:58].[CH3:62][CH2:63][O:64][C:65](=[O:66])[CH3:67].[CH:41]([N:42]([CH:43]([CH3:44])[CH3:45])[CH2:46][CH3:47])([CH3:48])[CH3:49].[Cl:59][CH2:60][Cl:61].[I-:50]>>[C:1]([CH3:2])([CH3:3])([CH3:4])[c:5]1[c:6](-[c:16]2[cH:17][c:18]([N:19]=[C:31]([NH:30][C:28]([O:27][C:23]([CH3:24])([CH3:25])[CH3:26])=[O:29])[NH:33][C:34](=[O:35])[O:36][C:37]([CH3:38])([CH3:39])[CH3:40])[cH:20][cH:21][cH:22]2)[n:7][cH:8][cH:9][c:10]1[CH2:11][O:12][SiH:13]([CH3:14])[CH3:15]. Reactants: CC(=O)OC1CSC(Oc2cccc(Br)c2)C(OC(C)=O)C1OC(C)=O, COc1ncc(B(O)O)cn1. The product is COc1ncc(-c2cccc(OC3SCC(OC(C)=O)C(OC(C)=O)C3OC(C)=O)c2)cn1. Reaction SMILES: [C:1]([CH3:2])(=[O:3])[O:4][CH:5]1[CH:6]([O:7][c:8]2[cH:9][c:10]([Br:14])[cH:11][cH:12][cH:13]2)[S:15][CH2:16][CH:17]([O:23][C:24]([CH3:25])=[O:26])[CH:18]1[O:19][C:20]([CH3:21])=[O:22].[CH3:27][O:28][c:29]1[n:30][cH:31][c:32]([B:35]([OH:36])[OH:37])[cH:33][n:34]1>>[C:1]([CH3:2])(=[O:3])[O:4][CH:5]1[CH:6]([O:7][c:8]2[cH:9][c:10](-[c:32]3[cH:31][n:30][c:29]([O:28][CH3:27])[n:34][cH:33]3)[cH:11][cH:12][cH:13]2)[S:15][CH2:16][CH:17]([O:23][C:24]([CH3:25])=[O:26])[CH:18]1[O:19][C:20]([CH3:21])=[O:22].